Dataset: the Open Reaction Database (ORD), a public repository of structured organic reaction records. Task: describe an organic reaction: reactants, conditions, products, and yield The reactants are [OH-].[Na+] (Sodium hydroxide), ClC1=C(COC2=NC3=CC=C(C=C3C(=C2)C(NC=2SC(=CN2)C(=O)OCC)=O)C)C=CC=C1 (2-(2-chlorobenzyloxy)-4-[N-(5-ethoxycarbonylthiazol-2-yl)carbamoyl]-6-methylquinoline), Cl (hydrochloric acid). Run in C1CCOC1 (THF), O (water). Run at time 4 hour. The product is ClC1=C(COC2=NC3=CC=C(C=C3C(=C2)C(NC=2SC(=CN2)C(=O)O)=O)C)C=CC=C1 (2-(2-Chlorobenzyloxy)-4-[N-(5-carboxythiazol-2-yl)carbamoyl]-6-methylquinoline). The yield is 32.7%. Reaction SMILES: [OH-].[Na+].[Cl:3][C:4]1[CH:35]=[CH:34][CH:33]=[CH:32][C:5]=1[CH2:6][O:7][C:8]1[CH:17]=[C:16]([C:18](=[O:30])[NH:19][C:20]2[S:21][C:22]([C:25]([O:27]CC)=[O:26])=[CH:23][N:24]=2)[C:15]2[C:10](=[CH:11][CH:12]=[C:13]([CH3:31])[CH:14]=2)[N:9]=1.Cl>C1COCC1.O>[Cl:3][C:4]1[CH:35]=[CH:34][CH:33]=[CH:32][C:5]=1[CH2:6][O:7][C:8]1[CH:17]=[C:16]([C:18](=[O:30])[NH:19][C:20]2[S:21][C:22]([C:25]([OH:27])=[O:26])=[CH:23][N:24]=2)[C:15]2[C:10](=[CH:11][CH:12]=[C:13]([CH3:31])[CH:14]=2)[N:9]=1 |f:0.1|. Reported procedure: Sodium hydroxide solution (0.3 ml of 2M, 0.6 mmol) was added to a stirred suspension of 2-(2-chlorobenzyloxy)-4-[N-(5-ethoxycarbonylthiazol-2-yl)carbamoyl]-6-methylquinoline (Method 1; 0.097 g, 0.202 mmol) in THF (5 ml) and water (2 ml), and the reaction mixture stirred at ambient temperature for 4 hrs. The reaction mixture was adjusted to pH 4–5 with aqueous hydrochloric acid (1M), and concentrated in vacuo. The solid thus precipitated was filtered, washed with water and dried to give the title...